This data is from the Open Reaction Database (ORD), a public repository of structured organic reaction records. The task is: describe an organic reaction: reactants, conditions, products, and yield Reactants: CCOC(=O)CN, O=CO, O=C[O-], Cl, [Na+]. Yields the product CCOC(=O)CNC=O. As a reaction SMILES: [CH2:6]([CH3:7])[O:8][C:9]([CH2:10][NH2:11])=[O:12].[CH:13]([OH:14])=[O:15].[CH:1](=[O:2])[O-:3].[ClH:5].[Na+:4]>>[CH:1](=[O:2])[NH:11][CH2:10][C:9]([O:8][CH2:6][CH3:7])=[O:12].